Dataset: the Open Reaction Database (ORD), a public repository of structured organic reaction records. Task: describe an organic reaction: reactants, conditions, products, and yield Starting materials: BrC1=CC=C(C=C1)C1(CN(C1)C(=O)OC(C)(C)C)O (tert-butyl 3-(4-bromophenyl)-3-hydroxyazetidine-1-carboxylate), BrC1=CC=C(C=C1)C1(CN(C1)C(=O)OC(C)(C)C)O (tert-butyl 3-(4-bromophenyl)-3-hydroxyazetidine-1-carboxylate), CN(C=O)C (N,N-dimethylformamide). The reagents and catalysts are [C-]#N.[Zn+2].[C-]#N (zinc cyanide), C=1C=CC(=CC1)[P](C=2C=CC=CC2)(C=3C=CC=CC3)[Pd]([P](C=4C=CC=CC4)(C=5C=CC=CC5)C=6C=CC=CC6)([P](C=7C=CC=CC7)(C=8C=CC=CC8)C=9C=CC=CC9)[P](C=1C=CC=CC1)(C=1C=CC=CC1)C=1C=CC=CC1 (Pd(PPh3)4). Conditions: temperature 100 celsius, time 15 hour. Product: C(#N)C1=CC=C(C=C1)C1(CN(C1)C(=O)OC(C)(C)C)O (t-Butyl 3-(4-cyanophenyl)-3-hydroxyazetidine-1-carboxylate). As a reaction SMILES: Br[C:2]1[CH:7]=[CH:6][C:5]([C:8]2([OH:19])[CH2:11][N:10]([C:12]([O:14][C:15]([CH3:18])([CH3:17])[CH3:16])=[O:13])[CH2:9]2)=[CH:4][CH:3]=1.[CH3:20][N:21](C)C=O>[C-]#N.[Zn+2].[C-]#N.C1C=CC([P]([Pd]([P](C2C=CC=CC=2)(C2C=CC=CC=2)C2C=CC=CC=2)([P](C2C=CC=CC=2)(C2C=CC=CC=2)C2C=CC=CC=2)[P](C2C=CC=CC=2)(C2C=CC=CC=2)C2C=CC=CC=2)(C2C=CC=CC=2)C2C=CC=CC=2)=CC=1>[C:20]([C:2]1[CH:7]=[CH:6][C:5]([C:8]2([OH:19])[CH2:11][N:10]([C:12]([O:14][C:15]([CH3:18])([CH3:17])[CH3:16])=[O:13])[CH2:9]2)=[CH:4][CH:3]=1)#[N:21] |f:2.3.4,^1:33,35,54,73|. Procedure: Into a 500-mL round-bottom flask, purged and maintained with an inert atmosphere of nitrogen, was placed a mixture of tert-butyl 3-(4-bromophenyl)-3-hydroxyazetidine-1-carboxylate (compound 43.1, 16.3 g, 49.7 mmol) in N,N-dimethylformamide (250 mL), zinc cyanide (8.7 g, 75 mmol) and Pd(PPh3)4 (5.77 g, 5.00 mmol). The resulting mixture was stirred for 15 h at 100° C., then cooled to room temperature. The reaction was quenched with saturated aqueous FeSO4 (500 mL) and stirred vigorously. The mixtu... The reactants are ClC1=CC=CC=2C(C3=CC=CC=C3C(C12)=O)=O (1-chloroanthraquinone), C(CCCCCCC)S(=O)(=O)N (n-octylsulfonamide), C([O-])([O-])=O.[K+].[K+] (potassium carbonate). Reported procedure: A 100ml round bottom flask, equipped with a magnetic stirrer and cooling condenser, was charged with 1-chloroanthraquinone (2.0g), n-octylsulfonamide (3.0g), copper acetate (0.8g), potassium carbonate (0.8g) and o-dichlorobenzene (25ml). This mixture was slowly heated to reflux. After 2.5 hours the reaction mixture was cooled and filtered. Methanol was then added to induce precipitation, and after filtration the solid was recrystallized from a mixture of dichloromethane and methanol to give a ye... Solvent: ClC1=C(C=CC=C1)Cl (o-dichlorobenzene). Reagents/catalysts: C(C)(=O)[O-].[Cu+2].C(C)(=O)[O-] (copper acetate). Product: C(CCCCCCC)S(=O)(=O)NC1=CC=CC=2C(C3=CC=CC=C3C(C12)=O)=O (1-(n-octylsulfonylamino)anthraquinone). As a reaction SMILES: Cl[C:2]1[C:15]2[C:14](=[O:16])[C:13]3[C:8](=[CH:9][CH:10]=[CH:11][CH:12]=3)[C:7](=[O:17])[C:6]=2[CH:5]=[CH:4][CH:3]=1.[CH2:18]([S:26]([NH2:29])(=[O:28])=[O:27])[CH2:19][CH2:20][CH2:21][CH2:22][CH2:23][CH2:24][CH3:25].C(=O)([O-])[O-].[K+].[K+]>C([O-])(=O)C.[Cu+2].C([O-])(=O)C.ClC1C=CC=CC=1Cl>[CH2:18]([S:26]([NH:29][C:2]1[C:15]2[C:14](=[O:16])[C:13]3[C:8](=[CH:9][CH:10]=[CH:11][CH:12]=3)[C:7](=[O:17])[C:6]=2[CH:5]=[CH:4][CH:3]=1)(=[O:27])=[O:28])[CH2:19][CH2:20][CH2:21][CH2:22][CH2:23][CH2:24][CH3:25] |f:2.3.4,5.6.7|. Reactants: C(C)(=O)OC1=C(C(=C(C=C1)O)C)C (4-acetoxy-2,3-dimethylphenol), ClCC1OC1 (chloromethyloxirane), C([O-])([O-])=O.[K+].[K+] (potassium carbonate). Run in C(C)C(=O)C (methyl ethyl ketone). The product is C(C)(=O)OC1=C(C(=C(OCC2CO2)C=C1)C)C (1-(4-acetoxy-2,3-dimethylphenoxy)-2,3-epoxypropane). RXN SMILES: [C:1]([O:4][C:5]1[CH:10]=[CH:9][C:8]([OH:11])=[C:7]([CH3:12])[C:6]=1[CH3:13])(=[O:3])[CH3:2].Cl[CH2:15][CH:16]1[CH2:18][O:17]1.C(=O)([O-])[O-].[K+].[K+]>C(C(C)=O)C>[C:1]([O:4][C:5]1[CH:10]=[CH:9][C:8]([O:11][CH2:15][CH:16]2[O:17][CH2:18]2)=[C:7]([CH3:12])[C:6]=1[CH3:13])(=[O:3])[CH3:2] |f:2.3.4|. Procedure details: Using 4.30 g of 4-acetoxy-2,3-dimethylphenol, 4.6 ml of chloromethyloxirane, 3.30 g of anhydrous potassium carbonate and 100 ml of methyl ethyl ketone, reaction and workup carried out as in Example 1-A gave about 6.05 g of 1-(4-acetoxy-2,3-dimethylphenoxy)-2,3-epoxypropane as brown oil. Using the epoxy compound thus obtained, 4.60 g of 1-(2-methoxyphenyl)piperazine and 100 ml of dioxane, reaction and workup were carried out as in Examples 1-A and 4. After hydrolysis and workup followed by conver... The reactants are CCCCCCC(C)C(=O)O, O=S(Cl)Cl. Yields the product CCCCCCC(C)C(=O)O, [Cl-]. As a reaction SMILES: [CH3:5][CH:6]([C:7](=[O:8])[OH:9])[CH2:10][CH2:11][CH2:12][CH2:13][CH2:14][CH3:15].[S:1]([Cl:2])([Cl:3])=[O:4]>>[CH3:5][CH:6]([C:7](=[O:8])[OH:9])[CH2:10][CH2:11][CH2:12][CH2:13][CH2:14][CH3:15].[Cl-:3]. Starting materials: OC1=CC(=CC2=C1C1=C(C(O2)(C)C)CCC1C)C(C)C(CCCCC)C (9-hydroxy-7-(3-methyl-2-octyl)-1,4,4-trimethyl-1,2,3,4-tetrahydrocyclopenta[ c][1]benzopyran), Cl.N1(CCCCC1)CCCC(=O)O (γ-piperidinobutyric acid hydrochloride). Yields the product Cl.CC(C(C)C1=CC2=C(C3=C(C(O2)(C)C)CCC3C)C(=C1)OC(CCCN1CCCCC1)=O)CCCCC (7-(3-methyl-2-octyl)-9[4-(piperidino)-butyryloxy]-1,4,4-trimethyl-1,2,3,4-tetrahydrocyclopenta[ c][1]benzopyran hydrochloride). RXN SMILES: [OH:1][C:2]1[C:7]2[C:8]3[CH:16]([CH3:17])[CH2:15][CH2:14][C:9]=3[C:10]([CH3:13])([CH3:12])[O:11][C:6]=2[CH:5]=[C:4]([CH:18]([CH:20]([CH3:26])[CH2:21][CH2:22][CH2:23][CH2:24][CH3:25])[CH3:19])[CH:3]=1.[ClH:27].[N:28]1([CH2:34][CH2:35][CH2:36][C:37](O)=[O:38])[CH2:33][CH2:32][CH2:31][CH2:30][CH2:29]1>>[ClH:27].[CH3:26][CH:20]([CH2:21][CH2:22][CH2:23][CH2:24][CH3:25])[CH:18]([C:4]1[CH:3]=[C:2]([O:1][C:37](=[O:38])[CH2:36][CH2:35][CH2:34][N:28]2[CH2:33][CH2:32][CH2:31][CH2:30][CH2:29]2)[C:7]2[C:8]3[CH:16]([CH3:17])[CH2:15][CH2:14][C:9]=3[C:10]([CH3:13])([CH3:12])[O:11][C:6]=2[CH:5]=1)[CH3:19] |f:1.2,3.4|. Reported procedure: 9-hydroxy-7-(3-methyl-2-octyl)-1,4,4-trimethyl-1,2,3,4-tetrahydrocyclopenta[ c][1]benzopyran from Example 24 is reacted with γ-piperidinobutyric acid hydrochloride following the procedure of Example 2 to form 7-(3-methyl-2-octyl)-9[4-(piperidino)-butyryloxy]-1,4,4-trimethyl-1,2,3,4-tetrahydrocyclopenta[ c][1]benzopyran hydrochloride. Run in O1CCCC1 (tetrahydrofuran). Reactants: ClC1=C(C(=O)NC=2C=CC=C3C(=C(C=NC23)C(=O)OCC)OCC)C(=CC=C1)Cl (8-(2,6-dichlorobenzoylamino)-4-ethoxy-3-ethoxycarbonylquinoline), [BH4-].[Li+] (lithium borohydride), [Cl-].[NH4+] (ammonium chloride). Product: ClC1=C(C(=O)NC=2C=CC=C3C(=C(C=NC23)CO)OCC)C(=CC=C1)Cl (8-(2,6-dichlorobenzoylamino)-4-ethoxy-3-hydroxymethylquinoline). RXN SMILES: [Cl:1][C:2]1[CH:28]=[CH:27][CH:26]=[C:25]([Cl:29])[C:3]=1[C:4]([NH:6][C:7]1[CH:8]=[CH:9][CH:10]=[C:11]2[C:16]=1[N:15]=[CH:14][C:13]([C:17](OCC)=[O:18])=[C:12]2[O:22][CH2:23][CH3:24])=[O:5].[BH4-].[Li+].[Cl-].[NH4+]>O1CCCC1>[Cl:1][C:2]1[CH:28]=[CH:27][CH:26]=[C:25]([Cl:29])[C:3]=1[C:4]([NH:6][C:7]1[CH:8]=[CH:9][CH:10]=[C:11]2[C:16]=1[N:15]=[CH:14][C:13]([CH2:17][OH:18])=[C:12]2[O:22][CH2:23][CH3:24])=[O:5] |f:1.2,3.4|. The yield is 34.6%. Run at temperature 50 celsius, time 4 hour. Procedure: To a solution of 8-(2,6-dichlorobenzoylamino)-4-ethoxy-3-ethoxycarbonylquinoline (179 mg) in tetrahydrofuran was added lithium borohydride (22.5 mg), and the mixture was stirred for 4 hours at 50° C. To the mixture was dropwise added saturated ammonium chloride solution and extracted with ethyl acetate. The organic layer was washed with saturated sodium bicarbonate solution and brine, dried over magnesium sulfate and evaporated in vacuo. The residue was purified by column chromatography on silic... The reactants are ClC=1C=CC2=C(C=C(CCO2)C(=O)OC)C1 (Methyl 2,3-dihydro-7-chloro-1-benzoxepin-4-carboxylate), [N+](=O)(O)[O-] (nitric acid). Product: ClC=1C=C(C2=C(C=C(CCO2)C(=O)OC)C1)[N+](=O)[O-] (methyl 2,3-dihydro-7-chloro-9-nitro-1-benzoxepin-4-carboxylate). Run in O (water). Reported procedure: Methyl 2,3-dihydro-7-chloro-1-benzoxepin-4-carboxylate (1.0 g) was added to nitric acid (4.5 ml, d=1.42) under ice-cooling and the mixture was stirred at ambient temperature for 2 hours. The mixture was poured into water and the isolated precipitate was collected by filtration to give methyl 2,3-dihydro-7-chloro-9-nitro-1-benzoxepin-4-carboxylate (1.04 g). Reaction conditions: time 2 hour. Reaction SMILES: [Cl:1][C:2]1[CH:3]=[CH:4][C:5]2[O:11][CH2:10][CH2:9][C:8]([C:12]([O:14][CH3:15])=[O:13])=[CH:7][C:6]=2[CH:16]=1.[N+:17]([O-])([OH:19])=[O:18]>O>[Cl:1][C:2]1[CH:3]=[C:4]([N+:17]([O-:19])=[O:18])[C:5]2[O:11][CH2:10][CH2:9][C:8]([C:12]([O:14][CH3:15])=[O:13])=[CH:7][C:6]=2[CH:16]=1. Reactants: O=C([O-])[O-], CN(C)C=O, Clc1nc2ccccc2s1, [K+], [K+], O, CC(Oc1ccc(O)cc1)C(=O)OCCOCc1c(Cl)cccc1Cl. Yields the product CC(Oc1ccc(Oc2nc3ccccc3s2)cc1)C(=O)OCCOCc1c(Cl)cccc1Cl. Reaction SMILES: [C:26](=[O:27])([O-:28])[O-:29].[CH3:43][N:44]([CH3:45])[CH:46]=[O:47].[Cl:32][c:33]1[s:34][c:35]2[c:36]([n:37]1)[cH:38][cH:39][cH:40][cH:41]2.[K+:30].[K+:31].[OH2:42].[OH:1][c:2]1[cH:3][cH:4][c:5]([O:6][CH:7]([C:8](=[O:9])[O:10][CH2:11][CH2:12][O:13][CH2:14][c:15]2[c:16]([Cl:22])[cH:17][cH:18][cH:19][c:20]2[Cl:21])[CH3:23])[cH:24][cH:25]1>>[O:1]([c:2]1[cH:3][cH:4][c:5]([O:6][CH:7]([C:8](=[O:9])[O:10][CH2:11][CH2:12][O:13][CH2:14][c:15]2[c:16]([Cl:22])[cH:17][cH:18][cH:19][c:20]2[Cl:21])[CH3:23])[cH:24][cH:25]1)[c:33]1[s:34][c:35]2[c:36]([n:37]1)[cH:38][cH:39][cH:40][cH:41]2. Starting materials: N1=CC=CC=C1 (pyridine), FC(C=1C=C(C=C(C1)C(F)(F)F)[C@H]([C@H](C)N(C(OC(C)(C)C)=O)CC1=C(C=CC(=C1)C(F)(F)F)C1=C(C=C(C(=C1)C(C)C)F)OC)O)(F)F (tert-butyl {(1S,2R)-2-[3,5-bis(trifluoromethyl)phenyl]-2-hydroxy-1-methylethyl}{[4′-fluoro-5′-isopropyl-2′-methoxy-4-(trifluoromethyl)biphenyl-2-yl]methyl}carbamate), FC(C=1C=C(C=C(C1)C(F)(F)F)[C@H]([C@H](C)N(C(OC(C)(C)C)=O)CC1=C(C=CC(=C1)C(F)(F)F)C1=C(C=C(C(=C1)C(C)C)F)OC)O)(F)F (tert-butyl {(1S,2R)-2-[3,5-bis(trifluoromethyl)phenyl]-2-hydroxy-1-methylethyl}{[4′-fluoro-5′-isopropyl-2′-methoxy-4-(trifluoromethyl)biphenyl-2-yl]methyl}carbamate), N1=CC=CC=C1 (Pyridine), P(=O)(OCC1=CC=CC=C1)(OCC1=CC=CC=C1)OCCC1=CC(=C(C=C1)O)OC (dibenzyl 2-(4-hydroxy-3-methoxyphenyl)ethyl phosphate), ClC(Cl)(OC(OC(Cl)(Cl)Cl)=O)Cl (triphosgene). Run in O (water), C(Cl)Cl (CH2Cl2), C(Cl)Cl (CH2Cl2). Run at temperature 25 celsius, time 1.5 hour. Yields the product C(OC1=C(C=C(C=C1)CCOP(=O)(OCC1=CC=CC=C1)OCC1=CC=CC=C1)OC)(O[C@@H]([C@H](C)N(CC1=C(C=CC(=C1)C(F)(F)F)C1=C(C=C(C(=C1)CCC)F)OC)C(=O)OC(C)(C)C)C1=CC(=CC(=C1)C(F)(F)F)C(F)(F)F)=O (4-(2-{[bis(benzyloxy)phosphoryl]oxy}ethyl)-2-methoxyphenyl (1R,2S)-1-[3,5-bis(trifluoromethyl)phenyl]-2-((tert-butoxycarbonyl){[4′-fluoro-5′-propyl-2′-methoxy-4-(trifluoromethyl)biphenyl-2-yl]methyl}amino)propyl carbonate). As a reaction SMILES: N1C=CC=C[CH:2]=1.[P:7]([O:25][CH2:26][CH2:27][C:28]1[CH:33]=[CH:32][C:31]([OH:34])=[C:30]([O:35][CH3:36])[CH:29]=1)([O:17][CH2:18][C:19]1[CH:24]=[CH:23][CH:22]=[CH:21][CH:20]=1)([O:9][CH2:10][C:11]1[CH:16]=[CH:15][CH:14]=[CH:13][CH:12]=1)=[O:8].Cl[C:38](Cl)([O:40]C(=O)OC(Cl)(Cl)Cl)Cl.[F:49][C:50]([F:97])([F:96])[C:51]1[CH:52]=[C:53]([C@@H:61]([OH:95])[C@@H:62]([N:64]([CH2:72][C:73]2[CH:78]=[C:77]([C:79]([F:82])([F:81])[F:80])[CH:76]=[CH:75][C:74]=2[C:83]2[CH:88]=[C:87]([CH:89]([CH3:91])C)[C:86]([F:92])=[CH:85][C:84]=2[O:93][CH3:94])[C:65](=[O:71])[O:66][C:67]([CH3:70])([CH3:69])[CH3:68])[CH3:63])[CH:54]=[C:55]([C:57]([F:60])([F:59])[F:58])[CH:56]=1>C(Cl)Cl.O>[C:38](=[O:40])([O:95][C@H:61]([C:53]1[CH:52]=[C:51]([C:50]([F:97])([F:49])[F:96])[CH:56]=[C:55]([C:57]([F:59])([F:58])[F:60])[CH:54]=1)[C@@H:62]([N:64]([C:65]([O:66][C:67]([CH3:68])([CH3:69])[CH3:70])=[O:71])[CH2:72][C:73]1[CH:78]=[C:77]([C:79]([F:81])([F:82])[F:80])[CH:76]=[CH:75][C:74]=1[C:83]1[CH:88]=[C:87]([CH2:89][CH2:91][CH3:2])[C:86]([F:92])=[CH:85][C:84]=1[O:93][CH3:94])[CH3:63])[O:34][C:31]1[CH:32]=[CH:33][C:28]([CH2:27][CH2:26][O:25][P:7]([O:17][CH2:18][C:19]2[CH:24]=[CH:23][CH:22]=[CH:21][CH:20]=2)([O:9][CH2:10][C:11]2[CH:12]=[CH:13][CH:14]=[CH:15][CH:16]=2)=[O:8])=[CH:29][C:30]=1[O:35][CH3:36]. Procedure details: Pyridine (0,037 mL, 0.455 mmol) was added dropwise to a stirred solution of dibenzyl 2-(4-hydroxy-3-methoxyphenyl)ethyl phosphate (195 mg, 0.455 mmol) and triphosgene (49.3 mg, 0.166 mmol) in dry CH2Cl2 (4 mL) at 0° C. under N2. The reaction was stirred at 25° C. for 1.5 h. A solution of tert-butyl {(1S,2R)-2-[3,5-bis(trifluoromethyl)phenyl]-2-hydroxy-1-methylethyl}{[4′-fluoro-5′-isopropyl-2′-methoxy-4-(trifluoromethyl)biphenyl-2-yl]methyl}carbamate (INTERMEDIATE 7, 162.0 mg, 0.228 mmol) in dry ...